Task: describe an organic reaction: reactants, conditions, products, and yield. Dataset: the Open Reaction Database (ORD), a public repository of structured organic reaction records The reactants are C1(=CC=CC=C1)/C(=C(\CC)/C1=CC=CC=C1)/C1=CC=C(C=C1)C=CC(=O)O (3-[4-(Z)-(1,2-diphenylbut-1-enyl)phenyl]-acrylic acid), C(C)(C)S(=O)(=O)N (isopropylsulfonamide). Product: C1(=CC=CC=C1)C(=C(CC)C1=CC=CC=C1)C1=CC=C(C=C1)C=CC(=O)NS(=O)(=O)C(C)C (propane-2-sulfonic acid {3-[4-(1,2-diphenyl-but-1-enyl)-phenyl]-acryloyl}-amide). As a reaction SMILES: [C:1]1(/[C:7](/[C:17]2[CH:22]=[CH:21][C:20]([CH:23]=[CH:24][C:25](O)=[O:26])=[CH:19][CH:18]=2)=[C:8](/[C:11]2[CH:16]=[CH:15][CH:14]=[CH:13][CH:12]=2)\[CH2:9][CH3:10])[CH:6]=[CH:5][CH:4]=[CH:3][CH:2]=1.[CH:28]([S:31]([NH2:34])(=[O:33])=[O:32])([CH3:30])[CH3:29]>>[C:1]1([C:7]([C:17]2[CH:22]=[CH:21][C:20]([CH:23]=[CH:24][C:25]([NH:34][S:31]([CH:28]([CH3:30])[CH3:29])(=[O:33])=[O:32])=[O:26])=[CH:19][CH:18]=2)=[C:8]([C:11]2[CH:16]=[CH:15][CH:14]=[CH:13][CH:12]=2)[CH2:9][CH3:10])[CH:2]=[CH:3][CH:4]=[CH:5][CH:6]=1. Procedure: Prepared by coupling 1a and isopropylsulfonamide (Synlett, 1997, 375) in accordance with Procedure 1, Method B described hereinabove. Yield (13%); 1H NMR (d6-DMSO) δ 11.60 (br s, 1H), 7.46 (d, J=15.7 Hz, 1H), 7.40–7.09 (m, 12H), 6.86 (d, J=8.1 Hz, 2H), 6.48 (d, J=15.7 Hz, 1H), 3.64 (m, 1H), 2.37 (q, J=7.3 Hz, 2H), 1.23 (d, J=7.0 Hz, 6H), 0.83 (t, J=7.3 Hz, 3H); APcI m/z: 460 (M+H+). Reactants: CCOC(=O)C(C)(C)Br, CCO, CS, [K+], [OH-]. Product: CCOC(=O)C(C)(C)SC. Reaction SMILES: [Br:1][C:2]([C:3](=[O:4])[O:5][CH2:6][CH3:7])([CH3:8])[CH3:9].[CH2:14]([OH:15])[CH3:16].[CH3:10][SH:11].[K+:13].[OH-:12]>>[C:2]([C:3](=[O:4])[O:5][CH2:6][CH3:7])([CH3:8])([CH3:9])[S:11][CH3:10]. The reactants are CC(=O)N1c2ccccc2C(=O)CC1C, Cc1ccccc1, Nc1ccccc1, O, Cc1ccc(S(=O)(=O)O)cc1. Yields the product CC(=O)N1c2ccccc2C(=Nc2ccccc2)CC1C. As a reaction SMILES: [C:1]([CH3:2])(=[O:3])[N:4]1[CH:5]([CH3:15])[CH2:6][C:7](=[O:14])[c:8]2[cH:9][cH:10][cH:11][cH:12][c:13]21.[CH3:35][c:36]1[cH:37][cH:38][cH:39][cH:40][cH:41]1.[NH2:16][c:17]1[cH:18][cH:19][cH:20][cH:21][cH:22]1.[OH2:23].[c:24]1([CH3:25])[cH:26][cH:27][c:28]([S:29]([OH:30])(=[O:31])=[O:32])[cH:33][cH:34]1>>[C:1]([CH3:2])(=[O:3])[N:4]1[CH:5]([CH3:15])[CH2:6][C:7](=[N:16][c:17]2[cH:18][cH:19][cH:20][cH:21][cH:22]2)[c:8]2[cH:9][cH:10][cH:11][cH:12][c:13]21.